This data is from the Open Reaction Database (ORD), a public repository of structured organic reaction records. The task is: describe an organic reaction: reactants, conditions, products, and yield The reactants are C(=O)([O-])[O-].[K+].[K+] (K2CO3), C(C)OC(CC1=NC(=CC=C1)NC(=O)C=1C(=NOC1C)C1=C(C=CC=C1F)Cl)=O ((6-{[3-(2-Chloro-6-fluorophenyl)-5-methyl-isoxazole-4-carbonyl]-amino}-pyridin-2-yl)-acetic acid ethyl ester). The solvent is CN(C)C=O (DMF), CCOC(=O)C (EtOAc). Reaction conditions: time 8 hour. Product: hexanes EtOAc, C(C)OC(CC1=NC(=CC=C1)N1C(C=2C(C=3C(=CC=CC13)Cl)=NOC2C)=O)=O ([6-(9-Chloro-3-methyl-4oxo-5H-isoxazolo[4,3-c]quinolin-5-yl)-pyridin-2-yl)-acetic acid ethyl ester). Yield: 78.8%. Reaction SMILES: C([O-])([O-])=O.[K+].[K+].[CH2:7]([O:9][C:10](=[O:35])[CH2:11][C:12]1[CH:17]=[CH:16][CH:15]=[C:14]([NH:18][C:19]([C:21]2[C:22]([C:27]3[C:32](F)=[CH:31][CH:30]=[CH:29][C:28]=3[Cl:34])=[N:23][O:24][C:25]=2[CH3:26])=[O:20])[N:13]=1)[CH3:8]>CN(C=O)C.CCOC(C)=O>[CH2:7]([O:9][C:10](=[O:35])[CH2:11][C:12]1[CH:17]=[CH:16][CH:15]=[C:14]([N:18]2[C:32]3[CH:31]=[CH:30][CH:29]=[C:28]([Cl:34])[C:27]=3[C:22]3=[N:23][O:24][C:25]([CH3:26])=[C:21]3[C:19]2=[O:20])[N:13]=1)[CH3:8] |f:0.1.2|. Reported procedure: Add powdered K2CO3 (0.661 g, 4.8 mmol) to a solution of (6-{[3-(2-Chloro-6-fluorophenyl)-5-methyl-isoxazole-4-carbonyl]-amino}-pyridin-2-yl)-acetic acid ethyl ester (0.5 g, 1.2 mmol) in DMF (20 ml) under N2 and stirred overnight. Dilute with EtOAc, wash (H2O then brine), dry (MgSO4), filter, and concentrate. Column chromatography (silica gel, hexanes/EtOAc gradient) gives the title compound (0.376 g, 79%). Mass Spectrum (FIA) (m/z) 398.1 [M+1] Reactants: C#CCN1CCC(C(C)(C)C)CC1, CCNCC, CCOCC, Cl, [Cu]I, FC(F)(F)c1cc(Br)cc(C(F)(F)F)c1, c1ccc(P(c2ccccc2)c2ccccc2)cc1. The product is CC(C)(C)C1CCN(CC#Cc2cc(C(F)(F)F)cc(C(F)(F)F)c2)CC1, Cl. Reaction SMILES: [C:1]([CH3:2])([CH3:3])([CH3:4])[CH:5]1[CH2:6][CH2:7][N:8]([CH2:11][C:12]#[CH:13])[CH2:9][CH2:10]1.[CH2:14]([NH:15][CH2:16][CH3:17])[CH3:18].[CH3:54][CH2:55][O:56][CH2:57][CH3:58].[ClH:53].[Cu:59][I:60].[F:19][C:20]([c:21]1[cH:22][c:23]([Br:31])[cH:24][c:25]([C:27]([F:28])([F:29])[F:30])[cH:26]1)([F:32])[F:33].[c:34]1([P:35]([c:36]2[cH:37][cH:38][cH:39][cH:40][cH:41]2)[c:42]2[cH:43][cH:44][cH:45][cH:46][cH:47]2)[cH:48][cH:49][cH:50][cH:51][cH:52]1>>[C:1]([CH3:2])([CH3:3])([CH3:4])[CH:5]1[CH2:6][CH2:7][N:8]([CH2:11][C:12]#[C:13][c:23]2[cH:22][c:21]([C:20]([F:19])([F:32])[F:33])[cH:26][c:25]([C:27]([F:28])([F:29])[F:30])[cH:24]2)[CH2:9][CH2:10]1.[ClH:53]. Reactants: CNC, [Cl-], CS(=O)(=O)Nc1ccc(S(=O)(=O)O)cc1Oc1ccc(Cl)cc1Cl, Cl, Cl, [Na+], C1COCCO1, [OH-]. Product: CN(C)S(=O)(=O)c1ccc(NS(C)(=O)=O)c(Oc2ccc(Cl)cc2Cl)c1. RXN SMILES: [CH3:27][NH:28][CH3:29].[Cl-:1].[Cl:2][c:3]1[c:4]([O:5][c:6]2[cH:7][c:8]([S:17](=[O:18])(=[O:19])[OH:20])[cH:9][cH:10][c:11]2[NH:12][S:13](=[O:14])(=[O:15])[CH3:16])[cH:21][cH:22][c:23]([Cl:25])[cH:24]1.[ClH:26].[ClH:32].[Na+:31].[O:33]1[CH2:34][CH2:35][O:36][CH2:37][CH2:38]1.[OH-:30]>>[Cl:2][c:3]1[c:4]([O:5][c:6]2[cH:7][c:8]([S:17](=[O:18])(=[O:19])[N:28]([CH3:27])[CH3:29])[cH:9][cH:10][c:11]2[NH:12][S:13](=[O:14])(=[O:15])[CH3:16])[cH:21][cH:22][c:23]([Cl:25])[cH:24]1. Starting materials: C1CCOC1, Cc1cc(Nc2nccc(C(F)(F)F)n2)cc(-c2cncs2)c1, CC(C)[N-]C(C)C, [Li+], O=C1CCSCC1. The product is Cc1cc(Nc2nccc(C(F)(F)F)n2)cc(-c2cnc(C3(O)CCSCC3)s2)c1. As a reaction SMILES: [CH2:39]1[O:40][CH2:41][CH2:42][CH2:43]1.[CH3:1][c:2]1[cH:3][c:4]([NH:13][c:14]2[n:15][cH:16][cH:17][c:18]([C:20]([F:21])([F:22])[F:23])[n:19]2)[cH:5][c:6](-[c:8]2[cH:9][n:10][cH:11][s:12]2)[cH:7]1.[CH:24]([N-:25][CH:26]([CH3:27])[CH3:28])([CH3:29])[CH3:30].[Li+:31].[S:32]1[CH2:33][CH2:34][C:35](=[O:38])[CH2:36][CH2:37]1>>[CH3:1][c:2]1[cH:3][c:4]([NH:13][c:14]2[n:15][cH:16][cH:17][c:18]([C:20]([F:21])([F:22])[F:23])[n:19]2)[cH:5][c:6](-[c:8]2[cH:9][n:10][c:11]([C:35]3([OH:38])[CH2:34][CH2:33][S:32][CH2:37][CH2:36]3)[s:12]2)[cH:7]1. As a reaction SMILES: [CH2:1]([O:3][C:4]([C:6]([CH3:21])([O:8][C:9]1[CH:14]=[CH:13][C:12]([CH2:15][CH2:16][CH2:17][C:18](O)=[O:19])=[CH:11][CH:10]=1)[CH3:7])=[O:5])[CH3:2].C(OCC)(=O)C.C(Cl)(=O)C([Cl:31])=O>CN(C=O)C>[CH2:1]([O:3][C:4]([C:6]([CH3:21])([O:8][C:9]1[CH:14]=[CH:13][C:12]([CH2:15][CH2:16][CH2:17][C:18]([Cl:31])=[O:19])=[CH:11][CH:10]=1)[CH3:7])=[O:5])[CH3:2]. Yields the product C(C)OC(=O)C(C)(OC1=CC=C(C=C1)CCCC(=O)Cl)C (4-[4-(1-ethoxycarbonyl-1-methylethoxy)phenyl]butyric acid chloride). Procedure details: A 22-L 4-neck flask was equipped with a thermometer/thermocouple, addition funnel, overhead stirring apparatus, nitrogen inlet, and cooling bath. The flask was charged with 4-[4-(1-Ethoxycarbonyl-1-methylethoxy)phenyl]butyric acid (1250 g, 4.247 moles), ethyl acetate (11,250 mL) and DMF (16.4 mL), and the resulting mixture was stirred to dissolve solids. Oxalyl chloride (426 mL, 4.88 moles, 1.15 eq) was added dropwise to the reaction mixture over 45 min, using a water bath to keep the temperatur... The solvent is CN(C)C=O (DMF). Reactants: C(C)OC(=O)C(C)(OC1=CC=C(C=C1)CCCC(=O)O)C (4-[4-(1-Ethoxycarbonyl-1-methylethoxy)phenyl]butyric acid), C(C)(=O)OCC (ethyl acetate), C(C(=O)Cl)(=O)Cl (Oxalyl chloride). Reactants: O (water), CC1=C(C(O)=C(C=C1)C)O (3,6-dimethylcatechol), C([O-])([O-])=O.[K+].[K+] (potassium carbonate), BrCCl (bromochloromethane). Solvent: CN(C=O)C (N,N-dimethylformamide), CCOCC (ether). Reaction conditions: temperature 100 celsius. Product: CC1=CC=C(C=2OCOC21)C (4,7-dimethyl-1,3-benzodioxole). The yield is 62.0%. RXN SMILES: [CH3:1][C:2]1[CH:8]=[CH:7][C:6]([CH3:9])=[C:4]([OH:5])[C:3]=1[OH:10].[C:11](=O)([O-])[O-].[K+].[K+].BrCCl.O>CN(C)C=O.CCOCC>[CH3:1][C:2]1[C:3]2[O:10][CH2:11][O:5][C:4]=2[C:6]([CH3:9])=[CH:7][CH:8]=1 |f:1.2.3|. Procedure details: To a stirred solution of 2.97 g of 3,6-dimethylcatechol and 3.86 g of potassium carbonate in 60 mL of N,N-dimethylformamide is added 1.69 mL of bromochloromethane. A reflux condenser is attached and the mixture heated in an oil bath to 100° C. for 24 hours. The mixture is allowed to cool to room temperature and then is distributed between 100 mL of water and 200 mL of ether. The aqueous layer is separated and extracted with ether. The combined ether layers are dried over magnesium sulfate and co...